Dataset: the Open Reaction Database (ORD), a public repository of structured organic reaction records. Task: describe an organic reaction: reactants, conditions, products, and yield Procedure details: (RS)-1-Cyclopropyl-3-ethoxycarbonyl-7,9-difluoro-4-oxo-8-(3-phenyl-1-piperazinyl)-1,4-dihydrobenzo[b][1,8]naphthyridine was prepared under the conditions of Example 19, but starting with 1-cyclopropyl-3-ethoxycarbonyl-7,8,9-trifluoro-4-oxo-1,4-dihydrobenzo[b][1,8]naphthyridine (1.8 g) and (RS)-2-phenylpiperazine (3.2 g). After recrystallization in a mixture of dimethylformamide (5 cc) and ethanol (40 cc), (RS)-1-cyclopropyl-3-ethoxycarbonyl-7,9-difluoro-4-oxo-8-(3-phenyl-1-piperazinyl)-1,4-dihyd... RXN SMILES: [CH:1]1([N:4]2[C:13]3[N:12]=[C:11]4[C:14]([F:20])=[C:15](F)[C:16]([F:18])=[CH:17][C:10]4=[CH:9][C:8]=3[C:7](=[O:21])[C:6]([C:22]([O:24][CH2:25][CH3:26])=[O:23])=[CH:5]2)[CH2:3][CH2:2]1.[C:27]1([CH:33]2[CH2:38][NH:37][CH2:36][CH2:35][NH:34]2)[CH:32]=[CH:31][CH:30]=[CH:29][CH:28]=1>>[CH:1]1([N:4]2[C:13]3[N:12]=[C:11]4[C:14]([F:20])=[C:15]([N:37]5[CH2:36][CH2:35][NH:34][CH:33]([C:27]6[CH:32]=[CH:31][CH:30]=[CH:29][CH:28]=6)[CH2:38]5)[C:16]([F:18])=[CH:17][C:10]4=[CH:9][C:8]=3[C:7](=[O:21])[C:6]([C:22]([O:24][CH2:25][CH3:26])=[O:23])=[CH:5]2)[CH2:2][CH2:3]1. The reactants are C1(CC1)N1C=C(C(C=2C=C3C(=NC12)C(=C(C(=C3)F)F)F)=O)C(=O)OCC (1-cyclopropyl-3-ethoxycarbonyl-7,8,9-trifluoro-4-oxo-1,4-dihydrobenzo[b][1,8]naphthyridine), C1(=CC=CC=C1)C1NCCNC1 ((RS)-2-phenylpiperazine). Isolated yield 71.8%. The product is C1(CC1)N1C=C(C(C=2C=C3C(=NC12)C(=C(C(=C3)F)N3CC(NCC3)C3=CC=CC=C3)F)=O)C(=O)OCC ((RS)-1-cyclopropyl-3-ethoxycarbonyl-7,9-difluoro-4-oxo-8-(3-phenyl-1-piperazinyl)-1,4-dihydrobenzo[b][1,8]naphthyridine). Reactants: CC=1C=C2C(C(=O)OC2=O)=CC1 (4-methylphthalic anhydride), NC(=O)N (urea). The solvent is C=1(C(=CC=CC1)C)C (Xylene). Run at temperature 150 celsius, time 8 hour. The product is CC=1C=C2C(C(=O)NC2=O)=CC1 (4-methylphthalimide). Yield: 80.5%. As a reaction SMILES: [CH3:1][C:2]1[CH:3]=[C:4]2[C:9](=O)[O:8][C:6](=[O:7])[C:5]2=[CH:11][CH:12]=1.[NH2:13]C(N)=O>C1(C)C(C)=CC=CC=1>[CH3:1][C:2]1[CH:3]=[C:4]2[C:9](=[O:8])[NH:13][C:6](=[O:7])[C:5]2=[CH:11][CH:12]=1. Reported procedure: Xylene (15 ml) was added to 4-methylphthalic anhydride (3.0 g) and urea (1.2 g), and the mixture was stirred overnight at 150° C. The reaction mixture was cooled to room temperature, and precipitated crystals were collected by filtration and washed with ethanol and water. The crystals were dried under reduced pressure to give 4-methylphthalimide (2.4 g, Y.:82%) as white crystals.